Dataset: the Open Reaction Database (ORD), a public repository of structured organic reaction records. Task: describe an organic reaction: reactants, conditions, products, and yield Reactants: NC=1N=NN(N1)CC#N ((5-amino-tetrazol-2-yl)-acetonitrile), C1(=CC=CC=C1)C(C(=O)Cl)C1=CC=CC=C1 (diphenylacetyl chloride). Yields the product C(#N)CN1N=C(N=N1)NC(C(C1=CC=CC=C1)C1=CC=CC=C1)=O (N-(2-Cyanomethyl-2H-tetrazol-5-yl)-2,2-diphenyl-acetamide). RXN SMILES: [NH2:1][C:2]1[N:3]=[N:4][N:5]([CH2:7][C:8]#[N:9])[N:6]=1.[C:10]1([CH:16]([C:20]2[CH:25]=[CH:24][CH:23]=[CH:22][CH:21]=2)[C:17](Cl)=[O:18])[CH:15]=[CH:14][CH:13]=[CH:12][CH:11]=1>>[C:8]([CH2:7][N:5]1[N:4]=[N:3][C:2]([NH:1][C:17](=[O:18])[CH:16]([C:10]2[CH:15]=[CH:14][CH:13]=[CH:12][CH:11]=2)[C:20]2[CH:25]=[CH:24][CH:23]=[CH:22][CH:21]=2)=[N:6]1)#[N:9]. Procedure details: The title compound, white solid, m.p. 173-174° and MS: m/e=319.3 (M++H) was prepared in accordance with the general method of example 1 from (5-amino-tetrazol-2-yl)-acetonitrile and diphenylacetyl chloride. Starting materials: Cc1cc([N+](=O)[O-])c(Cl)cc1Oc1cccc(C(C)C)c1, Cl, [Na+], O=C([O-])O, C1COCCO1, O, O, Cl[Sn]Cl. Product: Cc1cc(N)c(Cl)cc1Oc1cccc(C(C)C)c1. Reaction SMILES: [CH:1]([CH3:2])([CH3:3])[c:4]1[cH:5][c:6]([O:7][c:8]2[cH:9][c:10]([Cl:18])[c:11]([N+:15]([O-:16])=[O:17])[cH:12][c:13]2[CH3:14])[cH:19][cH:20][cH:21]1.[ClH:38].[Na+:31].[O-:27][C:28]([OH:29])=[O:30].[O:32]1[CH2:33][CH2:34][O:35][CH2:36][CH2:37]1.[OH2:22].[OH2:23].[Sn:24]([Cl:25])[Cl:26]>>[CH:1]([CH3:2])([CH3:3])[c:4]1[cH:5][c:6]([O:7][c:8]2[cH:9][c:10]([Cl:18])[c:11]([NH2:15])[cH:12][c:13]2[CH3:14])[cH:19][cH:20][cH:21]1. Starting materials: COC1=CC=C(COC2=CNC=CC2=O)C=C1 (3-[(4-methoxybenzyl)oxy]pyridin-4(1H)-one), FC1=NC=CC(=C1)I (2-fluoro-4-iodopyridine), C(=O)([O-])[O-].[K+].[K+] (K2CO3). Run in CS(=O)C (DMSO), CCOC(=O)C (EtOAc). Conditions: temperature 80 celsius. Product: IC1=CC(=NC=C1)N1C=C(C(C=C1)=O)OCC1=CC=C(C=C1)OC (4′-iodo-3-[(4-methoxybenzyl)oxy]-4H-1,2′-bipyridin-4-one). Reaction SMILES: [CH3:1][O:2][C:3]1[CH:17]=[CH:16][C:6]([CH2:7][O:8][C:9]2[C:14](=[O:15])[CH:13]=[CH:12][NH:11][CH:10]=2)=[CH:5][CH:4]=1.F[C:19]1[CH:24]=[C:23]([I:25])[CH:22]=[CH:21][N:20]=1.C([O-])([O-])=O.[K+].[K+]>CS(C)=O.CCOC(C)=O>[I:25][C:23]1[CH:22]=[CH:21][N:20]=[C:19]([N:11]2[CH:12]=[CH:13][C:14](=[O:15])[C:9]([O:8][CH2:7][C:6]3[CH:5]=[CH:4][C:3]([O:2][CH3:1])=[CH:17][CH:16]=3)=[CH:10]2)[CH:24]=1 |f:2.3.4|. Reported procedure: A mixture of 3-[(4-methoxybenzyl)oxy]pyridin-4(1H)-one (7.30 g, 31.6 mmol), 2-fluoro-4-iodopyridine (10.56 g, 47.35 mmol), and K2CO3 (10.9 g, 79 mmol) in DMSO (80 mL) was heated at 80° C. overnight. The reaction mixture was cooled to room temperature, diluted with EtOAc, washed with water and brine, dried (Na2SO4), filtered and concentrated. The residue was washed with EtOAc and filtered, and the collected solid dried to give 4′-iodo-3-[(4-methoxybenzyl)oxy]-4H-1,2′-bipyridin-4-one. 1H-NMR (DMSO... Reactants: C(CCC)[Sn](C=1OC=CC1)(CCCC)CCCC (2-(tributylstannyl)furan), C(C)(C)(C)OC(=O)N1C[C@@H]2N(C(C3=C(C=C(C=C23)Br)C(F)(F)F)=O)CC1 (N-(t-butoxycarbonyl)-(R)-1,3,4,10b-tetrahydro-9-bromo-7-trifluoromethyl-pyrazino[2,1-a]isoindol-6(2H)-one). Reagents/catalysts: C=1C=CC(=CC1)[P](C=2C=CC=CC2)(C=3C=CC=CC3)[Pd]([P](C=4C=CC=CC4)(C=5C=CC=CC5)C=6C=CC=CC6)([P](C=7C=CC=CC7)(C=8C=CC=CC8)C=9C=CC=CC9)[P](C=1C=CC=CC1)(C=1C=CC=CC1)C=1C=CC=CC1 (tetrakis(triphenylphosphine)palladium(0)). Run in C1(=CC=CC=C1)C (toluene). Product: C(C)(C)(C)OC(=O)N1C[C@@H]2N(C(C3=C(C=C(C=C23)C=2OC=CC2)C(F)(F)F)=O)CC1 (N-(t-butoxycarbonyl)-(R)-1,3,4,10b-tetrahydro-9-(2-furyl)-7-trifluoromethyl-pyrazino[2,1-a]isoindol-6(2H)-one), residue. Isolated yield 90.0%. RXN SMILES: [C:1]([O:5][C:6]([N:8]1[CH2:26][CH2:25][N:11]2[C:12](=[O:24])[C:13]3[C:18]([C@@H:10]2[CH2:9]1)=[CH:17][C:16](Br)=[CH:15][C:14]=3[C:20]([F:23])([F:22])[F:21])=[O:7])([CH3:4])([CH3:3])[CH3:2].C([Sn](CCCC)(CCCC)[C:32]1[O:33][CH:34]=[CH:35][CH:36]=1)CCC>C1(C)C=CC=CC=1.C1C=CC([P]([Pd]([P](C2C=CC=CC=2)(C2C=CC=CC=2)C2C=CC=CC=2)([P](C2C=CC=CC=2)(C2C=CC=CC=2)C2C=CC=CC=2)[P](C2C=CC=CC=2)(C2C=CC=CC=2)C2C=CC=CC=2)(C2C=CC=CC=2)C2C=CC=CC=2)=CC=1>[C:1]([O:5][C:6]([N:8]1[CH2:26][CH2:25][N:11]2[C:12](=[O:24])[C:13]3[C:18]([C@@H:10]2[CH2:9]1)=[CH:17][C:16]([C:32]1[O:33][CH:34]=[CH:35][CH:36]=1)=[CH:15][C:14]=3[C:20]([F:23])([F:22])[F:21])=[O:7])([CH3:4])([CH3:3])[CH3:2] |^1:55,57,76,95|. Procedure details: To a degassed solution of tetrakis(triphenylphosphine)palladium(0) (3 mg, 0.002 mmol) in toluene (2 mL) was added N-(t-butoxycarbonyl)-(R)-1,3,4,10b-tetrahydro-9-bromo-7-trifluoromethyl-pyrazino[2,1-a]isoindol-6(2H)-one (50 mg, 0.12 mmol). The resulting solution was degassed by exposure to vacuum and then an argon atmosphere (×3). To this solution was added 2-(tributylstannyl)furan (0.038 mL, 0.12 mmol). The resulting solution was degassed a final time and was then warmed to reflux conditions. T... Starting materials: [Li]CCCC, C1CCOC1, O=Cc1ccco1, CCOP(=O)(Cc1cccnc1)OCC. Yields the product C(=Cc1ccco1)c1cccnc1. As a reaction SMILES: [CH2:16]([Li:17])[CH2:18][CH2:19][CH3:20].[CH2:28]1[O:29][CH2:30][CH2:31][CH2:32]1.[CH:21]([c:22]1[cH:23][cH:24][cH:25][o:26]1)=[O:27].[n:1]1[cH:2][c:3]([CH2:7][P:8](=[O:9])([O:10][CH2:11][CH3:12])[O:13][CH2:14][CH3:15])[cH:4][cH:5][cH:6]1>>[n:1]1[cH:2][c:3]([CH:7]=[CH:21][c:22]2[cH:23][cH:24][cH:25][o:26]2)[cH:4][cH:5][cH:6]1. The reactants are C(=NC1CCCCC1)=NC1CCCCC1, ClCCl, CC12CCC(O)CC1=CCC1C2CCC2(C)C(=NO)CCC12, O=C(O)c1ccc(Cl)cc1. Product: CC12CCC(OC(=O)c3ccc(Cl)cc3)CC1=CCC1C2CCC2(C)C(=NO)CCC12. Reaction SMILES: [CH:23]1([N:24]=[C:25]=[N:26][CH:27]2[CH2:28][CH2:29][CH2:30][CH2:31][CH2:32]2)[CH2:33][CH2:34][CH2:35][CH2:36][CH2:37]1.[Cl:48][CH2:49][Cl:50].[N:1]([OH:2])=[C:3]1[C:4]2([CH3:5])[CH:6]([CH2:7][CH2:8]1)[CH:9]1[CH2:10][CH:11]=[C:12]3[CH2:13][CH:14]([OH:22])[CH2:15][CH2:16][C:17]3([CH3:18])[CH:19]1[CH2:20][CH2:21]2.[OH:38][C:39](=[O:40])[c:41]1[cH:42][cH:43][c:44]([Cl:45])[cH:46][cH:47]1>>[N:1]([OH:2])=[C:3]1[C:4]2([CH3:5])[CH:6]([CH2:7][CH2:8]1)[CH:9]1[CH2:10][CH:11]=[C:12]3[CH2:13][CH:14]([O:22][C:39](=[O:38])[c:41]4[cH:42][cH:43][c:44]([Cl:45])[cH:46][cH:47]4)[CH2:15][CH2:16][C:17]3([CH3:18])[CH:19]1[CH2:20][CH2:21]2. Starting materials: [Br-], CC(C)(C)OC(=O)NC(C)(C)c1cn(CC[N+](C)(C)C)nn1, CO, Cl, C1COCCO1. Product: Cl, CC(C)(N)c1cn(CC[N+](C)(C)C)nn1. RXN SMILES: [Br-:1].[C:2]([O:3][C:4](=[O:5])[NH:9][C:10]([CH3:11])([CH3:12])[c:13]1[n:14][n:15][n:16]([CH2:18][CH2:19][N+:20]([CH3:21])([CH3:22])[CH3:23])[cH:17]1)([CH3:6])([CH3:7])[CH3:8].[CH3:25][OH:26].[ClH:24].[O:27]1[CH2:28][CH2:29][O:30][CH2:31][CH2:32]1>>[ClH:24].[NH2:9][C:10]([CH3:11])([CH3:12])[c:13]1[n:14][n:15][n:16]([CH2:18][CH2:19][N+:20]([CH3:21])([CH3:22])[CH3:23])[cH:17]1.